This data is from the Open Reaction Database (ORD), a public repository of structured organic reaction records. The task is: describe an organic reaction: reactants, conditions, products, and yield The reactants are CN(C)C=O, Clc1cccnc1Cl, Oc1cccc(C(F)(F)F)c1. Yields the product FC(F)(F)c1cccc(Oc2ncccc2Cl)c1. As a reaction SMILES: [CH3:20][N:21]([CH3:22])[CH:23]=[O:24].[Cl:12][c:13]1[n:14][cH:15][cH:16][cH:17][c:18]1[Cl:19].[F:1][C:2]([c:3]1[cH:4][c:5]([OH:9])[cH:6][cH:7][cH:8]1)([F:10])[F:11]>>[F:1][C:2]([c:3]1[cH:4][c:5]([O:9][c:13]2[n:14][cH:15][cH:16][cH:17][c:18]2[Cl:19])[cH:6][cH:7][cH:8]1)([F:10])[F:11]. Reactants: ClC1=CC2=C(OC3=C(C=N2)C=CC=C3)C=C1 (8-chloro-dibenz[b,f][1,4]oxazepine), C(C)OC=1C(C(C1OCC)=O)=O (3,4-diethoxy-3-cyclobutene-1,2-dione), C1(=CC=CC=C1)OC1=CC=CC=C1 (diphenylether). The solvent is O1CCOCC1 (dioxane). Run at time 2 hour. Product: ClC1=CC2=C(OC3=C(CN2C=2C(C(C2OCC)=O)=O)C=CC=C3)C=C1 (3-(8-Chloro-dibenz[b,f][1,4]oxazepin-10(11H)-yl)-4-ethoxy-3-cyclobutene-1,2-dione). Reaction SMILES: [Cl:1][C:2]1[CH:16]=[CH:15][C:5]2[O:6][C:7]3[CH:14]=[CH:13][CH:12]=[CH:11][C:8]=3[CH:9]=[N:10][C:4]=2[CH:3]=1.[CH2:17]([O:19][C:20]1[C:21](=O)[C:22](=[O:27])[C:23]=1[O:24]CC)[CH3:18].C1(OC2C=CC=CC=2)C=CC=CC=1>O1CCOCC1>[Cl:1][C:2]1[CH:16]=[CH:15][C:5]2[O:6][C:7]3[CH:14]=[CH:13][CH:12]=[CH:11][C:8]=3[CH2:9][N:10]([C:21]3[C:22](=[O:27])[C:23](=[O:24])[C:20]=3[O:19][CH2:17][CH3:18])[C:4]=2[CH:3]=1. Reported procedure: A mixture of 8-chloro-dibenz[b,f][1,4]oxazepine (2 g), 3,4-diethoxy-3-cyclobutene-1,2-dione (5 g), diphenylether (2 g) and dioxane (10 mL) was heated to reflux. After 2 hours, most of the dioxane was removed in vacuo and the precipitated title compound (0.75 g) was collected by filtration as yellow solid. The filtrate was treated with cold methanol when more of the title compound (1.2 g) precipitated. This material was used in Example 6 without further purification. Starting materials: BrC=1C=C2CCC(C2=C(C1O)CC(=C)C)CCNC(CC)=O (N-[2-(5-bromo-6-hydroxy-7-(2-methyl-2-propenyl)indan-1-yl)ethyl]propionamide), ice water. Run in C(Cl)Cl (methylene chloride). Run at time 3 hour. Product: BrC1=CC=2CCC(C2C2=C1OC(C2)(C)C)CCNC(CC)=O (N-[2-(4-bromo-2,2-dimethyl-1,6,7,8-tetrahydro-2H-indeno[5,4-b]furan-8-yl)ethyl]propionamide). Isolated yield 88.2%. RXN SMILES: [Br:1][C:2]1[CH:3]=[C:4]2[C:8](=[C:9]([CH2:12][C:13]([CH3:15])=[CH2:14])[C:10]=1[OH:11])[CH:7]([CH2:16][CH2:17][NH:18][C:19](=[O:22])[CH2:20][CH3:21])[CH2:6][CH2:5]2>C(Cl)Cl>[Br:1][C:2]1[C:10]2[O:11][C:13]([CH3:15])([CH3:14])[CH2:12][C:9]=2[C:8]2[CH:7]([CH2:16][CH2:17][NH:18][C:19](=[O:22])[CH2:20][CH3:21])[CH2:6][CH2:5][C:4]=2[CH:3]=1. Procedure details: A solution of N-[2-(5-bromo-6-hydroxy-7-(2-methyl-2-propenyl)indan-1-yl)ethyl]propionamide (2.4 g, 6.5 mmol.) in methylene chloride (40 mL) was cooled with ice. To the solution was added dropwise gradually a diethyl ether boron trifluoride complex (4.0 mL, 32.5 mmol.). The reaction mixture was stirred for 3 hours under ice-cooling, which was poured into ice-water, followed by extracting the organic matter with ethyl acetate. The extract solution was washed with water and a saturated aqueous solu... Starting materials: C(C1=CC=CC=C1)C=1SC=C(N1)C1=CC=NC=C1 (2-benzyl-4-(4-pyridyl)thiazole), S(O)(O)(=O)=O (sulfuric acid), C([O-])([O-])=O.[Na+].[Na+] (sodium carbonate), [N+](=O)(O)[O-] (nitric acid). Run in C(Cl)(Cl)Cl (chloroform). Conditions: temperature 10 celsius. Yields the product [N+](=O)([O-])C1=CC=C(CC=2SC=C(N2)C2=CC=NC=C2)C=C1 (2-(p-Nitrobenzyl)-4-(4-pyridyl)thiazole). The yield is 85.9%. As a reaction SMILES: [CH2:1]([C:8]1[S:9][CH:10]=[C:11]([C:13]2[CH:18]=[CH:17][N:16]=[CH:15][CH:14]=2)[N:12]=1)[C:2]1[CH:7]=[CH:6][CH:5]=[CH:4][CH:3]=1.S(=O)(=O)(O)O.[N+:24]([O-])([OH:26])=[O:25].C(=O)([O-])[O-].[Na+].[Na+]>C(Cl)(Cl)Cl>[N+:24]([C:5]1[CH:4]=[CH:3][C:2]([CH2:1][C:8]2[S:9][CH:10]=[C:11]([C:13]3[CH:14]=[CH:15][N:16]=[CH:17][CH:18]=3)[N:12]=2)=[CH:7][CH:6]=1)([O-:26])=[O:25] |f:3.4.5|. Procedure: A solution of 2-benzyl-4-(4-pyridyl)thiazole (4.50 g, 0.018 mol) in chloroform (25 mL) was added dropwise to concentrated sulfuric acid (15 mL). The resulting mixture was cooled to 10° C. and fuming nitric acid (1.45 g, 0.97 mL) carefully added dropwise such that the reaction temperature did not exceed 40° C. The mixture was allowed to stir for thirty minutes, carefully neutralized with saturated sodium carbonate and the layers separated. The aqueous layer was reextracted with chloroform (2×25 m... Starting materials: Cc1ncc(Br)s1, O=C(CNc1ncnc2ccc(C(F)(F)F)cc12)NC1CNC1, O=C1CCC2(CC1)OCCO2, Cc1ncc(C2(O)CCC(=O)CC2)s1. Yields the product Cc1ncc(C2(O)CCC(N3CC(NC(=O)CNc4ncnc5ccc(C(F)(F)F)cc45)C3)CC2)s1. Reaction SMILES: [Br:15][c:16]1[s:17][c:18]([CH3:19])[n:20][cH:21]1.[NH:33]1[CH2:34][CH:35]([NH:37][C:38]([CH2:39][NH:40][c:41]2[n:42][cH:43][n:44][c:45]3[cH:46][cH:47][c:48]([C:51]([F:52])([F:53])[F:54])[cH:49][c:50]23)=[O:55])[CH2:36]1.[O:22]1[C:23]2([CH2:24][CH2:25][C:26](=[O:27])[CH2:28][CH2:29]2)[O:30][CH2:31][CH2:32]1.[OH:1][C:2]1([c:9]2[cH:10][n:11][c:12]([CH3:14])[s:13]2)[CH2:3][CH2:4][C:5](=[O:8])[CH2:6][CH2:7]1>>[OH:1][C:2]1([c:9]2[cH:10][n:11][c:12]([CH3:14])[s:13]2)[CH2:3][CH2:4][CH:5]([N:33]2[CH2:34][CH:35]([NH:37][C:38]([CH2:39][NH:40][c:41]3[n:42][cH:43][n:44][c:45]4[cH:46][cH:47][c:48]([C:51]([F:52])([F:53])[F:54])[cH:49][c:50]34)=[O:55])[CH2:36]2)[CH2:6][CH2:7]1. Reactants: CCOc1cc(C(C)(C)C)ncc1C1=NC(C)(c2ccc(Cl)cc2)C(C)(c2ccc(Cl)cc2)N1C(=O)Cl, C1CCN(C2CCNCC2)CC1. Product: CCOc1cc(C(C)(C)C)ncc1C1=NC(C)(c2ccc(Cl)cc2)C(C)(c2ccc(Cl)cc2)N1C(=O)N1CCC(N2CCCCC2)CC1. Reaction SMILES: [C:1]([CH3:2])([CH3:3])([CH3:4])[c:5]1[cH:6][c:7]([O:35][CH2:36][CH3:37])[c:8]([C:11]2=[N:15][C:14]([CH3:16])([c:17]3[cH:18][cH:19][c:20]([Cl:23])[cH:21][cH:22]3)[C:13]([CH3:24])([c:25]3[cH:26][cH:27][c:28]([Cl:31])[cH:29][cH:30]3)[N:12]2[C:32](=[O:33])[Cl:34])[cH:9][n:10]1.[N:38]1([CH:44]2[CH2:45][CH2:46][NH:47][CH2:48][CH2:49]2)[CH2:39][CH2:40][CH2:41][CH2:42][CH2:43]1>>[C:1]([CH3:2])([CH3:3])([CH3:4])[c:5]1[cH:6][c:7]([O:35][CH2:36][CH3:37])[c:8]([C:11]2=[N:15][C:14]([CH3:16])([c:17]3[cH:18][cH:19][c:20]([Cl:23])[cH:21][cH:22]3)[C:13]([CH3:24])([c:25]3[cH:26][cH:27][c:28]([Cl:31])[cH:29][cH:30]3)[N:12]2[C:32](=[O:33])[N:47]2[CH2:46][CH2:45][CH:44]([N:38]3[CH2:39][CH2:40][CH2:41][CH2:42][CH2:43]3)[CH2:49][CH2:48]2)[cH:9][n:10]1. Reactants: C(C)#N (acetonitrile), C1(CC1)C(C(C(=O)C1=C(C(=C(S1)C)OC)F)C(=O)OCC)=O (3-cyclopropyl-2-ethoxycarbonyl-1-(4-fluoro-3-methoxy-2-methylthiophenyl)propane-1,3-dione). The solvent is O (water). The product is C1(CC1)C(CC(=O)C1=C(C(=C(S1)C)OC)F)=O (3-Cyclopropyl-1-(4-fluoro-3-methoxy-2-methylthiophenyl)propane-1,3-dione). Reaction SMILES: C(#N)C.[CH:4]1([C:7](=[O:25])[CH:8](C(OCC)=O)[C:9]([C:11]2[S:15][C:14]([CH3:16])=[C:13]([O:17][CH3:18])[C:12]=2[F:19])=[O:10])[CH2:6][CH2:5]1>O>[CH:4]1([C:7](=[O:25])[CH2:8][C:9]([C:11]2[S:15][C:14]([CH3:16])=[C:13]([O:17][CH3:18])[C:12]=2[F:19])=[O:10])[CH2:6][CH2:5]1. Reported procedure: The above compound was also prepared in a similar manner, but using acetonitrile without addition of water, from 3-cyclopropyl-2-ethoxycarbonyl-1-(4-fluoro-3-methoxy-2-methylthiophenyl)propane-1,3-dione. In this experiment the reaction mixture was heated for 20 hours at reflux, resulting in a clean conversion to the title compound (as shown by nmr), but after this time 60% of the starting ethyl ester still remained.